describe an organic reaction: reactants, conditions, products, and yield From a dataset of the Open Reaction Database (ORD), a public repository of structured organic reaction records. Reactants: OC1=C(C=CC=C1[N+](=O)[O-])C(\C=C\C1=C(C=CC=C1)C)=O ((E)-1-(2-hydroxy-3-nitrophenyl)-3-o-tolylprop-2-en-1-one), II (I2), CS(=O)C (DMSO). Solvent: O1CCOCC1 (1,4-dioxane). The product is [N+](=O)([O-])C=1C=CC=C2C(C=C(OC12)C1=C(C=CC=C1)C)=O (8-nitro-2-o-tolyl-4H-chromen-4-one). Reaction SMILES: [OH:1][C:2]1[C:7]([N+:8]([O-:10])=[O:9])=[CH:6][CH:5]=[CH:4][C:3]=1[C:11](=[O:21])/[CH:12]=[CH:13]/[C:14]1[CH:19]=[CH:18][CH:17]=[CH:16][C:15]=1[CH3:20].II.CS(C)=O>O1CCOCC1>[N+:8]([C:7]1[CH:6]=[CH:5][CH:4]=[C:3]2[C:2]=1[O:1][C:13]([C:14]1[CH:19]=[CH:18][CH:17]=[CH:16][C:15]=1[CH3:20])=[CH:12][C:11]2=[O:21])([O-:10])=[O:9]. Reported procedure: A mixture of (E)-1-(2-hydroxy-3-nitrophenyl)-3-o-tolylprop-2-en-1-one 21 (250 mg, 0.88 mmol), I2 (471 mg, 1.86 mmol), DMSO (0.5 ml) and 1,4-dioxane (10 ml) was heated at reflux for 5 h. The reaction mixture was concentrated and H2O was added. The resulting precipitate was collected by filtration, rinsed with pentane/EtOAc (1:1) and dried under vacuum to give 22 as a yellow solid. Starting materials: C(C1=CC=CC=C1)N1C[C@@H]2[C@H](C1)[C@H](CC2)NC(OC(C)(C)C)=O (tert-butyl(3aR,4S,6aS)-2-benzyloctahydrocyclopenta[c]pyrrol-4-ylcarbamate), stainless steel, [H][H] (hydrogen). The reagents and catalysts are [OH-].[OH-].[Pd+2] (Pd(OH)2 on carbon). The solvent is C(C)O (ethanol). Yields the product C1NC[C@H]2[C@@H]1CC[C@@H]2NC(OC(C)(C)C)=O (tert-butyl(3aR,4S,6aS)-octahydrocyclopenta[c]pyrrol-4-ylcarbamate). Reaction SMILES: C([N:8]1[CH2:12][C@@H:11]2[C@@H:13]([NH:16][C:17](=[O:23])[O:18][C:19]([CH3:22])([CH3:21])[CH3:20])[CH2:14][CH2:15][C@@H:10]2[CH2:9]1)C1C=CC=CC=1.[H][H]>[OH-].[OH-].[Pd+2].C(O)C>[CH2:9]1[C@H:10]2[CH2:15][CH2:14][C@H:13]([NH:16][C:17](=[O:23])[O:18][C:19]([CH3:21])([CH3:20])[CH3:22])[C@H:11]2[CH2:12][NH:8]1 |f:2.3.4|. Procedure: tert-Butyl(3aR,4S,6aS)-2-benzyloctahydrocyclopenta[c]pyrrol-4-ylcarbamate (1.06 g, 3.35 mmol) from Step A and ethanol (20 mL) were added to 20% Pd(OH)2 on carbon, wet (212.0 mg, 1.51 mmol) in a 250 mL stainless steel pressure bottle. The reaction mixture was stirred for 16 hours under 30 psi hydrogen at room temperature. The mixture was filtered through a nylon membrane and the solvent was removed in vacuo to give tert-butyl(3aR,4S,6aS)-octahydrocyclopenta[c]pyrrol-4-ylcarbamate: 1H NMR (500 MHz... Starting materials: CN1C=C(C2=CC=CC=C12)C=1C(OC(C1C1=CN(C2=CC=C(C=C12)[N+](=O)[O-])C)=O)=O (3-(1-methyl-3-indolyl)-4-(1-methyl-5-nitro-3-indolyl)furan-2,5-dione), N (ammonia). The solvent is CN(C)C=O (DMF). Run at temperature 140 celsius. The product is CN1C=C(C2=CC=CC=C12)C=1C(NC(C1C1=CN(C2=CC=C(C=C12)[N+](=O)[O-])C)=O)=O (3-(1-methyl-3-indolyl)-4-(1-methyl-5-nitro-3-indolyl)-1H-pyrrole-2,5-dione). As a reaction SMILES: [CH3:1][N:2]1[C:10]2[C:5](=[CH:6][CH:7]=[CH:8][CH:9]=2)[C:4]([C:11]2[C:12](=[O:30])[O:13][C:14](=O)[C:15]=2[C:16]2[C:24]3[C:19](=[CH:20][CH:21]=[C:22]([N+:25]([O-:27])=[O:26])[CH:23]=3)[N:18]([CH3:28])[CH:17]=2)=[CH:3]1.[NH3:31]>CN(C=O)C>[CH3:1][N:2]1[C:10]2[C:5](=[CH:6][CH:7]=[CH:8][CH:9]=2)[C:4]([C:11]2[C:12](=[O:30])[NH:31][C:14](=[O:13])[C:15]=2[C:16]2[C:24]3[C:19](=[CH:20][CH:21]=[C:22]([N+:25]([O-:27])=[O:26])[CH:23]=3)[N:18]([CH3:28])[CH:17]=2)=[CH:3]1. Procedure: 0.4 g of 3-(1-methyl-3-indolyl)-4-(1-methyl-5-nitro-3-indolyl)furan-2,5-dione was treated with 3 ml of DMF and 20 ml of 33% aqueous ammonia and heated at 140° C. for 3.5 hours. The cooled mixture was filtered and the residue was washed with water and dried to give 0.29 g of 3-(1-methyl-3-indolyl)-4-(1-methyl-5-nitro-3-indolyl)-1H-pyrrole-2,5-dione, m.p. 282°-284° C. Reactants: BrCC(=O)N1CCN(CCC1)C1=C(C=C(C=C1)C(C(F)(F)F)(C(F)(F)F)OCOC)CCC (2-Bromo-1-(4-{4-[1,1,1,3,3,3-hexafluoro-2-(methoxymethoxy)propan-2-yl]-2-propylphenyl}-1,4-diazepan-1-yl)ethanone), O1C2=C(OCC1)C=C(C=C2)C2(C(NC(N2)=O)=O)C (5-(2,3-dihydrobenzo[b][1,4]dioxin-6-yl)-5-methylimidazolidine-2,4-dione). Yields the product O1C2=C(OCC1)C=C(C=C2)C2(C(N(C(N2)=O)CC(=O)N2CCN(CCC2)C2=C(C=C(C=C2)C(C(F)(F)F)(C(F)(F)F)O)CCC)=O)C (5-(2,3-dihydrobenzo[b][1,4]dioxin-6-yl)-3-(2-{4-[4-(1,1,1,3,3,3-hexafluoro-2-hydroxypropan-2-yl)-2-propylphenyl]-1,4-diazepan-1-yl}-2-oxoethyl)-5-methylimidazolidine-2,4-dione). Reaction SMILES: Br[CH2:2][C:3]([N:5]1[CH2:11][CH2:10][CH2:9][N:8]([C:12]2[CH:17]=[CH:16][C:15]([C:18]([O:27]COC)([C:23]([F:26])([F:25])[F:24])[C:19]([F:22])([F:21])[F:20])=[CH:14][C:13]=2[CH2:31][CH2:32][CH3:33])[CH2:7][CH2:6]1)=[O:4].[O:34]1[CH2:39][CH2:38][O:37][C:36]2[CH:40]=[C:41]([C:44]3([CH3:51])[NH:48][C:47](=[O:49])[NH:46][C:45]3=[O:50])[CH:42]=[CH:43][C:35]1=2>>[O:34]1[CH2:39][CH2:38][O:37][C:36]2[CH:40]=[C:41]([C:44]3([CH3:51])[NH:48][C:47](=[O:49])[N:46]([CH2:2][C:3]([N:5]4[CH2:11][CH2:10][CH2:9][N:8]([C:12]5[CH:17]=[CH:16][C:15]([C:18]([OH:27])([C:23]([F:25])([F:26])[F:24])[C:19]([F:21])([F:22])[F:20])=[CH:14][C:13]=5[CH2:31][CH2:32][CH3:33])[CH2:7][CH2:6]4)=[O:4])[C:45]3=[O:50])[CH:42]=[CH:43][C:35]1=2. Procedure: 2-Bromo-1-(4-{4-[1,1,1,3,3,3-hexafluoro-2-(methoxymethoxy)propan-2-yl]-2-propylphenyl}-1,4-diazepan-1-yl)ethanone and 5-(2,3-dihydrobenzo[b][1,4]dioxin-6-yl)-5-methylimidazolidine-2,4-dione were used for a similar reaction and treatment as Examples 14-1 and 15-1, and the title compound was obtained as a yellow oil. The reactants are [BH4-], CO, Cl, [Na+], [Na+], O=C([O-])O, O=C(CCN1CCC(Sc2ccc(O)cc2)C1)Cc1ccccc1. Yields the product Oc1ccc(SC2CCN(CCC(O)Cc3ccccc3)C2)cc1. Reaction SMILES: [BH4-:25].[CH3:33][OH:34].[ClH:27].[Na+:26].[Na+:32].[O-:28][C:29]([OH:30])=[O:31].[OH:1][c:2]1[cH:3][cH:4][c:5]([S:8][CH:9]2[CH2:10][N:11]([CH2:14][CH2:15][C:16]([CH2:17][c:18]3[cH:19][cH:20][cH:21][cH:22][cH:23]3)=[O:24])[CH2:12][CH2:13]2)[cH:6][cH:7]1>>[OH:1][c:2]1[cH:3][cH:4][c:5]([S:8][CH:9]2[CH2:10][N:11]([CH2:14][CH2:15][CH:16]([CH2:17][c:18]3[cH:19][cH:20][cH:21][cH:22][cH:23]3)[OH:24])[CH2:12][CH2:13]2)[cH:6][cH:7]1.